From a dataset of the Open Reaction Database (ORD), a public repository of structured organic reaction records. describe an organic reaction: reactants, conditions, products, and yield Starting materials: BrC1=NC=C(C=C1)C=O (2-bromo-5-pyridinecarboxaldehyde), O.C1(=CC=C(C=C1)S(=O)(=O)O)C (p-toluenesulfonic acid hydrate), C([O-])(O)=O.[Na+] (sodium bicarbonate). Run in CO (methanol). The product is BrC1=NC=C(C=C1)C(OC)OC (2-bromo-5-dimethoxymethylpyridine). Isolated yield 94.0%. Reaction SMILES: [Br:1][C:2]1[CH:7]=[CH:6][C:5]([CH:8]=[O:9])=[CH:4][N:3]=1.O.[C:11]1(C)C=CC(S(O)(=O)=O)=CC=1.[C:22](=[O:25])(O)[O-].[Na+]>CO>[Br:1][C:2]1[CH:7]=[CH:6][C:5]([CH:8]([O:25][CH3:22])[O:9][CH3:11])=[CH:4][N:3]=1 |f:1.2,3.4|. Reported procedure: To a solution of 2-bromo-5-pyridinecarboxaldehyde (1.02 g, 5.48 mmol) in methanol (100 mL) was added p-toluenesulfonic acid hydrate (1.05 g, 5.53 mmol), and the mixture was heated at reflux for 1.5 h. Diluted aqueous sodium bicarbonate was added, and the mixture was extracted with ethyl acetate twice. The organic layer was washed with brine and dried on anhydrous sodium sulfate. The solvent was evaporated under reduced pressure to afford 2-bromo-5-dimethoxymethylpyridine (1.19 g, 94%) as an oil.